From a dataset of the Open Reaction Database (ORD), a public repository of structured organic reaction records. describe an organic reaction: reactants, conditions, products, and yield Starting materials: O (Water), C([O-])([O-])=O.[K+].[K+] (potassium carbonate), ClC=1C=C(CN2CCC(CC2)NC(=O)N2CCC(CC2)=CC2=C(C=CC(=C2)F)F)C=CC1OC (N-(1-(3-chloro-4-methoxybenzyl)piperidin-4-yl)-4-(2,5-difluorobenzylidene)piperidine-1-carboxamide), BrCC=1C=C(C#N)C=CC1 (3-Bromomethylbenzonitrile). Run in CN(C)C=O (DMF). Conditions: time 8 hour. Yields the product C(#N)C=1C=C(CN2CCC(CC2)NC(=O)N2CCC(CC2)=CC2=C(C=CC(=C2)F)F)C=CC1 (N-(1-(3-cyanobenzyl)piperidin-4-yl)-4-(2,5-difluorobenzylidene)piperidine-1-carboxamide). Isolated yield 41.4%. Reaction SMILES: BrCC1C=C(C=CC=1)[C:6]#[N:7].C(=O)([O-])[O-].[K+].[K+].Cl[C:18]1[CH:19]=[C:20]([CH:46]=[CH:47][C:48]=1OC)[CH2:21][N:22]1[CH2:27][CH2:26][CH:25]([NH:28][C:29]([N:31]2[CH2:36][CH2:35][C:34](=[CH:37][C:38]3[CH:43]=[C:42]([F:44])[CH:41]=[CH:40][C:39]=3[F:45])[CH2:33][CH2:32]2)=[O:30])[CH2:24][CH2:23]1.O>CN(C=O)C>[C:6]([C:18]1[CH:19]=[C:20]([CH:46]=[CH:47][CH:48]=1)[CH2:21][N:22]1[CH2:23][CH2:24][CH:25]([NH:28][C:29]([N:31]2[CH2:36][CH2:35][C:34](=[CH:37][C:38]3[CH:43]=[C:42]([F:44])[CH:41]=[CH:40][C:39]=3[F:45])[CH2:33][CH2:32]2)=[O:30])[CH2:26][CH2:27]1)#[N:7] |f:1.2.3|. Reported procedure: 3-Bromomethylbenzonitrile (160 mg, 0.81 mmol) was dissolved in DMF (3.0 mL), and potassium carbonate (220 mg, 1.62 mmol) and the compound (300 mg, 0.81 mmol) obtained in Example 36 (1) were added thereto, followed by stirring overnight while heating at room temperature. Water was added to the reaction mixture, and after extraction with chloroform, the extract was washed with water and a saturated sodium chloride aqueous solution, and dried over anhydrous magnesium sulfate. After the desiccant wa... Starting materials: FC(F)(F)c1ccc(-c2ncc(CCl)c(C3CC3)n2)cc1, N#C[Na]. Yields the product N#CCc1cnc(-c2ccc(C(F)(F)F)cc2)nc1C1CC1. Reaction SMILES: [Cl:1][CH2:2][c:3]1[c:4]([CH:19]2[CH2:20][CH2:21]2)[n:5][c:6](-[c:9]2[cH:10][cH:11][c:12]([C:15]([F:16])([F:17])[F:18])[cH:13][cH:14]2)[n:7][cH:8]1.[Na:22][C:23]#[N:24]>>[CH2:2]([c:3]1[c:4]([CH:19]2[CH2:20][CH2:21]2)[n:5][c:6](-[c:9]2[cH:10][cH:11][c:12]([C:15]([F:16])([F:17])[F:18])[cH:13][cH:14]2)[n:7][cH:8]1)[C:23]#[N:24].